From a dataset of the Open Reaction Database (ORD), a public repository of structured organic reaction records. describe an organic reaction: reactants, conditions, products, and yield Starting materials: B(O)(O)O (boric acid), N(=O)[O-].[Na+] (NaNO2), C1=CC(=CC=C1O)C (p-cresol), [OH-].[Na+] (NaOH), [OH-].[Na+] (NaOH), N(=O)[O-].[Na+] (sodium nitrite), P(=O)([O-])([O-])[O-].[Na+].[Na+].[Na+] (sodium phosphate), N(=O)[O-].[Na+] (NaNO2), ice, Cl (HCl), Cl (HCl), Cl (HCl), IC1=CC(=C(N)C=C1)C (4-iodo-2-methylaniline), IC1=CC(=C(N)C=C1)C (4-iodo-2-methylaniline). Solvent: O (water), ice water. Reaction conditions: time 15 minute. The product is IC1=CC(=C(C=C1)N=NC1=C(C=CC(=C1)C)O)C (2-(4-iodo-2-methyl-phenylazo)-4-methyl-phenol). RXN SMILES: B(O)(O)O.Cl.[I:6][C:7]1[CH:13]=[CH:12][C:10]([NH2:11])=[C:9]([CH3:14])[CH:8]=1.[N:15]([O-])=O.[Na+].[CH:19]1[C:24]([OH:25])=[CH:23][CH:22]=[C:21]([CH3:26])[CH:20]=1.[OH-].[Na+].P([O-])([O-])([O-])=O.[Na+].[Na+].[Na+]>O>[I:6][C:7]1[CH:13]=[CH:12][C:10]([N:11]=[N:15][C:19]2[CH:20]=[C:21]([CH3:26])[CH:22]=[CH:23][C:24]=2[OH:25])=[C:9]([CH3:14])[CH:8]=1 |f:3.4,6.7,8.9.10.11|. Reported procedure: A flask is charged with 100 mmol of boric acid followed by 6N HCl solution to adjust the reaction solution to a pH of 2. Once the salt dissolves, 20 mmol of 4-iodo-2-methylaniline is added to the reaction solution, followed by enough ice to reduce solution temperature to 0° C. In a separate flask, 20 mmol of sodium nitrite (NaNO2) is dissolved in ice water. The NaNO2 solution is added drop-wise with constant stirring to the 4-iodo-2-methylaniline solution. The pH of the reaction solution is main... Starting materials: [OH-].[Na+] (sodium hydroxide), COC(C1=C(C=CC=C1)OCCN1CCC(CC1)C1=CNC2=CC=CC=C12)=O (2-{2-[4-(1H-indol-3-yl)-piperidin-1-yl]-ethoxy}-benzoic acid methyl ester). The solvent is O (water), C(C)O (ethanol). Conditions: temperature 60 celsius. Yields the product N1C=C(C2=CC=CC=C12)C1CCN(CC1)CCOC1=C(C(=O)O)C=CC=C1 (2-{2-[4-(1H-indol-3-yl)-piperidin-1-yl]-ethoxy}-benzoic acid). Reaction SMILES: [OH-].[Na+].C[O:4][C:5](=[O:30])[C:6]1[CH:11]=[CH:10][CH:9]=[CH:8][C:7]=1[O:12][CH2:13][CH2:14][N:15]1[CH2:20][CH2:19][CH:18]([C:21]2[C:29]3[C:24](=[CH:25][CH:26]=[CH:27][CH:28]=3)[NH:23][CH:22]=2)[CH2:17][CH2:16]1>O.C(O)C>[NH:23]1[C:24]2[C:29](=[CH:28][CH:27]=[CH:26][CH:25]=2)[C:21]([CH:18]2[CH2:19][CH2:20][N:15]([CH2:14][CH2:13][O:12][C:7]3[CH:8]=[CH:9][CH:10]=[CH:11][C:6]=3[C:5]([OH:30])=[O:4])[CH2:16][CH2:17]2)=[CH:22]1 |f:0.1|. Reported procedure: A solution of 1.33 g (33 mmol) of sodium hydroxide in 120 mL of water was added to a suspension of 6.31 g (16.6 mmol) of 2-{2-[4-(1H-indol-3-yl)-piperidin-1-yl]-ethoxy}-benzoic acid methyl ester (prepared in Example 1, part D) in 120 mL of ethanol. This mixture was heated at 60° C. for 3 hours and the solvent was removed under reduced pressure. After addition of 50 mL of water, the crude mixture was neutralised with HCl 2N and the solid formed was isolated. After recrystallisation from acetonitr... Starting materials: FC1=CC=C(C=C1)I (4-Fluoro-iodobenzene), C(C)OC(=C)[Sn](CCCC)(CCCC)CCCC (1-Ethoxyvinyltributyltin). The reagents and catalysts are C=1C=CC(=CC1)[P](C=2C=CC=CC2)(C=3C=CC=CC3)[Pd]([P](C=4C=CC=CC4)(C=5C=CC=CC5)C=6C=CC=CC6)([P](C=7C=CC=CC7)(C=8C=CC=CC8)C=9C=CC=CC9)[P](C=1C=CC=CC1)(C=1C=CC=CC1)C=1C=CC=CC1 (Tetrakis(triphenylphosphine)Palladium). Run in C1(=CC=CC=C1)C (Toluene). Yields the product C(C)OC(=C)C1=CC=C(C=C1)F (1-(1-Ethoxy-vinyl)-4-fluoro-benzene). RXN SMILES: [F:1][C:2]1[CH:7]=[CH:6][C:5](I)=[CH:4][CH:3]=1.[CH2:9]([O:11][C:12]([Sn](CCCC)(CCCC)CCCC)=[CH2:13])[CH3:10]>C1(C)C=CC=CC=1.C1C=CC([P]([Pd]([P](C2C=CC=CC=2)(C2C=CC=CC=2)C2C=CC=CC=2)([P](C2C=CC=CC=2)(C2C=CC=CC=2)C2C=CC=CC=2)[P](C2C=CC=CC=2)(C2C=CC=CC=2)C2C=CC=CC=2)(C2C=CC=CC=2)C2C=CC=CC=2)=CC=1>[CH2:12]([O:11][C:9]([C:5]1[CH:6]=[CH:7][C:2]([F:1])=[CH:3][CH:4]=1)=[CH2:10])[CH3:13] |^1:37,39,58,77|. Reported procedure: A solution of 10.0 g 4-Fluoro-iodobenzene, 21.1 g 1-Ethoxyvinyltributyltin and 2.6 g Tetrakis(triphenylphosphine)Palladium in 130 ml of Toluene was refluxed overnight under an argon atmosphere. The dark brown solution was filtered over filter aid and concentrated in vaccuo. The crude dark brown oil (7.49 g) was directly used in the next step. The reactants are alkene, OC(CCCCCCC1=CC=C(C=C1)[C@H]1C[C@@]2(COC(N2)=O)CC1)(C)C ((5R,7R)-7-(4-(7-hydroxy-7-methyloctyl)phenyl)-3-oxa-1-azaspiro[4.4]nonan-2-one), [O-]S(=O)(=O)[O-].[Na+].[Na+] (Na2SO4). Reagents/catalysts: [OH-].[OH-].[Pd+2] (palladium hydroxide on carbon), O.S(=O)(=O)([O-])[O-].[Cu+2] (copper sulfate hydrate). The solvent is CO (MeOH), C1(=CC=CC=C1)C (toluene). Conditions: temperature 100 celsius. Yields the product CC(CCCCCCC1=CC=C(C=C1)[C@H]1C[C@@]2(COC(N2)=O)CC1)C ((5R,7R)-7-(4-(7-methyloctyl)phenyl)-3-oxa-1-azaspiro[4.4]nonan-2-one). Yield: 54.5%. Reaction SMILES: O[C:2]([CH3:26])([CH3:25])[CH2:3][CH2:4][CH2:5][CH2:6][CH2:7][CH2:8][C:9]1[CH:14]=[CH:13][C:12]([C@@H:15]2[CH2:24][CH2:23][C@@:17]3([NH:21][C:20](=[O:22])[O:19][CH2:18]3)[CH2:16]2)=[CH:11][CH:10]=1.[O-]S([O-])(=O)=O.[Na+].[Na+]>C1(C)C=CC=CC=1.CO.O.S([O-])([O-])(=O)=O.[Cu+2].[OH-].[OH-].[Pd+2]>[CH3:25][CH:2]([CH3:26])[CH2:3][CH2:4][CH2:5][CH2:6][CH2:7][CH2:8][C:9]1[CH:10]=[CH:11][C:12]([C@@H:15]2[CH2:24][CH2:23][C@@:17]3([NH:21][C:20](=[O:22])[O:19][CH2:18]3)[CH2:16]2)=[CH:13][CH:14]=1 |f:1.2.3,6.7.8,9.10.11|. Reported procedure: To a slurry of silica gel (1 g) and copper sulfate hydrate (1 g) in toluene (10 mL) was added (5R,7R)-7-(4-(7-hydroxy-7-methyloctyl)phenyl)-3-oxa-1-azaspiro[4.4]nonan-2-one (230 mg, 0.640 mmol). The reaction mixture was heated to 100° C. After 2 days Na2SO4 (approx. 500 mg) was added. After an additional 1 day at 100° C. the reaction mixture was cooled to room temperature and filtered, rinsing with EtOAc. The resulting alkene was added to a slurry of palladium hydroxide on carbon (4.49 mg, 0.032... Reactants: C1(=CC=CC=C1)C(N1C(C(C2=CC=CC=C12)C1=C(C2=C(OCCO2)C=C1O)F)=O)C1=CC=CC=C1 (1-(diphenylmethyl)-3-(5-fluoro-7-hydroxy-2,3-dihydro-1,4-benzodioxin-6-yl)-1,3-dihydro-2H-indol-2-one), C1(=CC=CC=C1)C(N1C(C(C2=CC=CC=C12)C1=C(C=C(C(=C1)C)OC)O)=O)C1=CC=CC=C1 (1-(diphenylmethyl)-3-(2-hydroxy-4-methoxy-5-methylphenyl)-1,3-dihydro-2H-indol-2-one). Product: C1(=CC=CC=C1)C(N1C(C2(C3=CC=CC=C13)COC1=CC3=C(OCCO3)C(=C12)F)=O)C1=CC=CC=C1 (1′-(diphenylmethyl)-9-fluoro-2,3-dihydro-spiro[furo[2,3-g][1,4]benzodioxine-8,3′-indol]-2′(1′H)-one). Reaction SMILES: [C:1]1([CH:7]([C:30]2[CH:35]=[CH:34][CH:33]=[CH:32][CH:31]=2)[N:8]2[C:16]3[C:11](=[CH:12][CH:13]=[CH:14][CH:15]=3)[CH:10]([C:17]3[C:26]([OH:27])=[CH:25][C:20]4[O:21][CH2:22][CH2:23][O:24][C:19]=4[C:18]=3[F:28])[C:9]2=[O:29])[CH:6]=[CH:5][CH:4]=[CH:3][CH:2]=1.[C:36]1(C(C2C=CC=CC=2)N2C3C(=CC=CC=3)C(C3C=C(C)C(OC)=CC=3O)C2=O)C=CC=CC=1>>[C:30]1([CH:7]([C:1]2[CH:2]=[CH:3][CH:4]=[CH:5][CH:6]=2)[N:8]2[C:16]3[C:11](=[CH:12][CH:13]=[CH:14][CH:15]=3)[C:10]3([C:17]4[C:26](=[CH:25][C:20]5[O:21][CH2:22][CH2:23][O:24][C:19]=5[C:18]=4[F:28])[O:27][CH2:36]3)[C:9]2=[O:29])[CH:31]=[CH:32][CH:33]=[CH:34][CH:35]=1. Reported procedure: Following the procedure as described in EXAMPLE 2 and making non-critical variations using 1-(diphenylmethyl)-3-(5-fluoro-7-hydroxy-2,3-dihydro-1,4-benzodioxin-6-yl)-1,3-dihydro-2H-indol-2-one to replace 1-(diphenylmethyl)-3-(2-hydroxy-4-methoxy-5-methylphenyl)-1,3-dihydro-2H-indol-2-one, 1′-(diphenylmethyl)-9-fluoro-2,3-dihydro-spiro[furo[2,3-g][1,4]benzodioxine-8,3′-indol]-2′(1′H)-one was obtained (95%) as an off-white solid: MS (ES+) m/z 479.8 (M+1).